Dataset: the Open Reaction Database (ORD), a public repository of structured organic reaction records. Task: describe an organic reaction: reactants, conditions, products, and yield The reactants are COC(=O)c1ccc2c(c1)nc(SCc1cccc(Br)c1)n2CCCN(C)CCc1ccccn1, [Li+], C1CCOC1, [OH-], O. Product: CN(CCCn1c(SCc2cccc(Br)c2)nc2cc(C(=O)O)ccc21)CCc1ccccn1. Reaction SMILES: [Br:3][c:4]1[cH:5][c:6]([CH2:7][S:8][c:9]2[n:10][c:11]3[c:12]([n:13]2[CH2:14][CH2:15][CH2:16][N:17]([CH2:18][CH2:19][c:20]2[n:21][cH:22][cH:23][cH:24][cH:25]2)[CH3:26])[cH:27][cH:28][c:29]([C:31](=[O:32])[O:33][CH3:34])[cH:30]3)[cH:35][cH:36][cH:37]1.[Li+:1].[O:38]1[CH2:39][CH2:40][CH2:41][CH2:42]1.[OH-:2].[OH2:43]>>[Br:3][c:4]1[cH:5][c:6]([CH2:7][S:8][c:9]2[n:10][c:11]3[c:12]([n:13]2[CH2:14][CH2:15][CH2:16][N:17]([CH2:18][CH2:19][c:20]2[n:21][cH:22][cH:23][cH:24][cH:25]2)[CH3:26])[cH:27][cH:28][c:29]([C:31](=[O:32])[OH:33])[cH:30]3)[cH:35][cH:36][cH:37]1.